Dataset: the Open Reaction Database (ORD), a public repository of structured organic reaction records. Task: describe an organic reaction: reactants, conditions, products, and yield The reactants are [Cl-].C[Al+]C (Dimethylaluminum chloride), CCCCCC (hexane), CC1=CC(C(C(C1)(C)C)CC1=CC=CS1=C)(C)C (1,3,3,5,5-pentamethyl-4-(1-methylenethenyl)-1-cyclohexene), C(C(C)C)=O (isobutyraldehyde). Solvent: ClCCl (dichloromethane). Yields the product CC(C)C(CC(C1C(C=C(CC1(C)C)C)(C)C)=C)O (α-(1-methylethyl)-2,2,4,6,6-pentamethyl-γ-methylene-3-cyclohexene-1-propanol). Isolated yield 45.0%. As a reaction SMILES: [Cl-].C[Al+]C.[CH3:5]CCCCC.[CH3:11][C:12]1[CH2:17][C:16]([CH3:19])([CH3:18])[CH:15]([CH2:20][C:21]2S(=C)C=CC=2)[C:14]([CH3:28])([CH3:27])[CH:13]=1.[CH:29](=[O:33])[CH:30]([CH3:32])[CH3:31]>ClCCl>[CH3:31][CH:30]([CH:29]([OH:33])[CH2:5][C:20](=[CH2:21])[CH:15]1[C:16]([CH3:18])([CH3:19])[CH2:17][C:12]([CH3:11])=[CH:13][C:14]1([CH3:27])[CH3:28])[CH3:32] |f:0.1|. Reported procedure: Dimethylaluminum chloride (3 mL of a 1M hexane solution) was reacted with a solution of 1,3,3,5,5-pentamethyl-4-(1-methylenethenyl)-1-cyclohexene (0.48 g, 0.0025 mol) and isobutyraldehyde (0.18 g, 0.0025 mol) in dichloromethane (10 mL) according to the procedure described in Example 3. Work-up and chromatography gave 0.300 g (45% yield) of α-(1-methylethyl)-2,2,4,6,6-pentamethyl-γ-methylene-3-cyclohexene-1-propanol, bp (kugelrohr bath) 135° C., 0.5 mm (GLC purity 94.4%, 2:1 mixture of diastereom...